From a dataset of the Open Reaction Database (ORD), a public repository of structured organic reaction records. describe an organic reaction: reactants, conditions, products, and yield Starting materials: ClC1=NC(=C2NC=NC2=N1)Cl (2,6-dichloropurine), NC1=CC=C(C(=O)OCCN(CC)CC)C=C1 (2-(N,N-diethylamino)ethyl 4-amino-benzoate). Run in C(CCC)O (butanol). The product is ClC1=NC(=C2N=CNC2=N1)NC1=CC=C(C(=O)OCCN(CC)CC)C=C1 (2-(diethylamino)ethyl 4-[(2-chloro-9H-purin-6-yl)amino]benzoate). Isolated yield 100.0%. RXN SMILES: [Cl:1][C:2]1[N:10]=[C:9]2[C:5]([NH:6][CH:7]=[N:8]2)=[C:4](Cl)[N:3]=1.[NH2:12][C:13]1[CH:28]=[CH:27][C:16]([C:17]([O:19][CH2:20][CH2:21][N:22]([CH2:25][CH3:26])[CH2:23][CH3:24])=[O:18])=[CH:15][CH:14]=1>C(O)CCC>[Cl:1][C:2]1[N:10]=[C:9]2[C:5]([N:6]=[CH:7][NH:8]2)=[C:4]([NH:12][C:13]2[CH:28]=[CH:27][C:16]([C:17]([O:19][CH2:20][CH2:21][N:22]([CH2:25][CH3:26])[CH2:23][CH3:24])=[O:18])=[CH:15][CH:14]=2)[N:3]=1. Reported procedure: The procedure is carried out as in Example 1, starting with 472.5 mg of 2,6-dichloropurine, 5 ml of butanol and 737.3 mg of 2-(N,N-diethylamino)ethyl 4-amino-benzoate. 972.2 mg of the expected product are thus obtained. Reactants: C=Cc1ccc(Cl)c(CN(C(=O)OC(C)(C)C)C2CC2)c1, CO, ClCCl. Yields the product CC(C)(C)OC(=O)N(Cc1cc(C=O)ccc1Cl)C1CC1. RXN SMILES: [C:1]([CH3:2])([CH3:3])([CH3:4])[O:5][C:6]([N:7]([CH:8]1[CH2:9][CH2:10]1)[CH2:11][c:12]1[c:13]([Cl:20])[cH:14][cH:15][c:16]([CH:18]=[CH2:19])[cH:17]1)=[O:21].[CH3:22][OH:23].[Cl:24][CH2:25][Cl:26]>>[C:1]([CH3:2])([CH3:3])([CH3:4])[O:5][C:6]([N:7]([CH:8]1[CH2:9][CH2:10]1)[CH2:11][c:12]1[c:13]([Cl:20])[cH:14][cH:15][c:16]([CH:18]=[O:23])[cH:17]1)=[O:21].